This data is from the Open Reaction Database (ORD), a public repository of structured organic reaction records. The task is: describe an organic reaction: reactants, conditions, products, and yield The reactants are Clc1nc(N2CCOCC2)c2sc(CBr)cc2n1, COCCNS(C)(=O)=O, [H-], [Na+], C1CCOC1. Product: COCCN(Cc1cc2nc(Cl)nc(N3CCOCC3)c2s1)S(C)(=O)=O. Reaction SMILES: [Br:12][CH2:13][c:14]1[cH:15][c:16]2[n:17][c:18]([Cl:29])[n:19][c:20]([N:23]3[CH2:24][CH2:25][O:26][CH2:27][CH2:28]3)[c:21]2[s:22]1.[CH3:1][O:2][CH2:3][CH2:4][NH:5][S:6](=[O:7])(=[O:8])[CH3:9].[H-:10].[Na+:11].[O:30]1[CH2:31][CH2:32][CH2:33][CH2:34]1>>[CH3:1][O:2][CH2:3][CH2:4][N:5]([S:6](=[O:7])(=[O:8])[CH3:9])[CH2:13][c:14]1[cH:15][c:16]2[n:17][c:18]([Cl:29])[n:19][c:20]([N:23]3[CH2:24][CH2:25][O:26][CH2:27][CH2:28]3)[c:21]2[s:22]1. The reactants are CCCC[N+](CCCC)(CCCC)CCCC, C1CCOC1, C[Si](C)(C)CCOC(=O)c1c(Cl)cccc1NC(=O)OCCOc1ccc(-c2ccccc2)cc1, Cl, [F-], CN(C)C=O. Yields the product O=C(Nc1cccc(Cl)c1C(=O)O)OCCOc1ccc(-c2ccccc2)cc1. Reaction SMILES: [CH2:37]([N+:38]([CH2:39][CH2:40][CH2:41][CH3:42])([CH2:43][CH2:44][CH2:45][CH3:46])[CH2:47][CH2:48][CH2:49][CH3:50])[CH2:51][CH2:52][CH3:53].[CH2:54]1[O:55][CH2:56][CH2:57][CH2:58]1.[CH3:1][Si:2]([CH3:3])([CH3:4])[CH2:34][CH2:35][O:5][C:6]([c:7]1[c:8]([NH:14][C:15](=[O:16])[O:17][CH2:18][CH2:19][O:20][c:21]2[cH:22][cH:23][c:24](-[c:27]3[cH:28][cH:29][cH:30][cH:31][cH:32]3)[cH:25][cH:26]2)[cH:9][cH:10][cH:11][c:12]1[Cl:13])=[O:33].[ClH:59].[F-:36].[O:60]=[CH:61][N:62]([CH3:63])[CH3:64]>>[O:5]=[C:6]([c:7]1[c:8]([NH:14][C:15](=[O:16])[O:17][CH2:18][CH2:19][O:20][c:21]2[cH:22][cH:23][c:24](-[c:27]3[cH:28][cH:29][cH:30][cH:31][cH:32]3)[cH:25][cH:26]2)[cH:9][cH:10][cH:11][c:12]1[Cl:13])[OH:33]. The reactants are BrC=1C=C2C=C(NC2=CC1)C (5-bromo-2-methyl-1H-indole), N1=CC(=CC=C1)C=O (3-pyridinecarboxaldehyde), C(C)[SiH](CC)CC (triethylsilane). Run in ClCCl (dichloromethane), FC(C(=O)O)(F)F (trifluoroacetic acid). Reaction conditions: temperature 0 celsius, time 30 minute. The product is BrC=1C=C2C(=C(NC2=CC1)C)CC=1C=NC=CC1 (5-Bromo-2-methyl-3-(3-pyridylmethyl)-1H-indole). Yield: 75.0%. RXN SMILES: [Br:1][C:2]1[CH:3]=[C:4]2[C:8](=[CH:9][CH:10]=1)[NH:7][C:6]([CH3:11])=[CH:5]2.[N:12]1[CH:17]=[CH:16][CH:15]=[C:14]([CH:18]=O)[CH:13]=1.C([SiH](CC)CC)C>ClCCl.FC(F)(F)C(O)=O>[Br:1][C:2]1[CH:3]=[C:4]2[C:8](=[CH:9][CH:10]=1)[NH:7][C:6]([CH3:11])=[C:5]2[CH2:18][C:14]1[CH:13]=[N:12][CH:17]=[CH:16][CH:15]=1. Procedure: A solution of 5-bromo-2-methyl-1H-indole (J. Chem. Soc., 1428 (1965)) (2.0 g) and 3-pyridinecarboxaldehyde (1.02 g) in dry dichloromethane (20 ml) was added dropwise over 10 minutes to a stirred solution of triethylsilane(3.30 g) in trifluoroacetic acid (20 ml) at 0° C. The solution was stirred at 0° C. for 30 minutes and then evaporated under vacuum, keeping the temperature below 35° C. The residue was dissolved in dichloromethane, and the solution was washed with 2N sodium hydroxide, water and... Starting materials: C1=CC=C(C=2OC3=C(C21)C=CC=C3)NC3=NC=CC=C3[N+](=O)[O-] (N-(dibenzo[b,d]furan-4-yl)-3-nitropyridin-2-amine). The reagents and catalysts are [Pd] (palladium on carbon). The solvent is C(C)O (ethanol). Conditions: time 8 hour. Yields the product C1=CC=C(C=2OC3=C(C21)C=CC=C3)NC3=NC=CC=C3N (N2-(dibenzo[b,d]furan-4-yl)pyridine-2,3-diamine). As a reaction SMILES: [CH:1]1[C:9]2[C:8]3[CH:10]=[CH:11][CH:12]=[CH:13][C:7]=3[O:6][C:5]=2[C:4]([NH:14][C:15]2[C:20]([N+:21]([O-])=O)=[CH:19][CH:18]=[CH:17][N:16]=2)=[CH:3][CH:2]=1>[Pd].C(O)C>[CH:1]1[C:9]2[C:8]3[CH:10]=[CH:11][CH:12]=[CH:13][C:7]=3[O:6][C:5]=2[C:4]([NH:14][C:15]2[C:20]([NH2:21])=[CH:19][CH:18]=[CH:17][N:16]=2)=[CH:3][CH:2]=1. Procedure: 10% palladium on carbon (10%; 0.50 g, 0.47 mmol) was added to a Parr hydrogenation bottle. The bottle was purged with nitrogen. Next, N-(dibenzo[b,d]furan-4-yl)-3-nitropyridin-2-amine (3.8 g, 12.45 mmol) and 200 mL ethanol were added. The reaction mixture was hydrogenated overnight using a Parr hydrogenator. The reaction mixture was filtered through Celite® and the Celite® washed with dichloromethane and ethyl acetate. The filtrate was evaporated leaving a dark brown solid, which was not purifie... The reactants are CN(C)C1(c2ccccc2)CCC(CCNC(=S)NCCc2c[nH]c3ccccc23)CC1, C[Si](C)(C)Cl, CCC(C)=O, Cl. Product: CN(C)C1(c2ccccc2)CCC(CCNC(=S)NCCc2c[nH]c3ccccc23)CC1, Cl. Reaction SMILES: [CH3:2][N:3]([C:4]1([c:27]2[cH:28][cH:29][cH:30][cH:31][cH:32]2)[CH2:5][CH2:6][CH:7]([CH2:10][CH2:11][NH:12][C:13](=[S:14])[NH:15][CH2:16][CH2:17][c:18]2[cH:19][nH:20][c:21]3[cH:22][cH:23][cH:24][cH:25][c:26]23)[CH2:8][CH2:9]1)[CH3:33].[CH3:34][Si:35]([Cl:36])([CH3:37])[CH3:38].[CH3:39][C:40]([CH2:41][CH3:42])=[O:43].[ClH:1]>>[CH3:2][N:3]([C:4]1([c:27]2[cH:28][cH:29][cH:30][cH:31][cH:32]2)[CH2:5][CH2:6][CH:7]([CH2:10][CH2:11][NH:12][C:13](=[S:14])[NH:15][CH2:16][CH2:17][c:18]2[cH:19][nH:20][c:21]3[cH:22][cH:23][cH:24][cH:25][c:26]23)[CH2:8][CH2:9]1)[CH3:33].[ClH:36]. Starting materials: C([O-])([O-])=O.[K+].[K+] (potassium carbonate), C(C1=CC=CC=C1)Br (benzyl bromide), CC(=O)C (acetone), CCCCCC.C(C)(=O)OCC (hexane ethyl acetate). Run at time 4 hour. The product is C(C1=CC=CC=C1)OC1=CC2=CC(=CC=C2C=C1)O (2-benzyloxynaphth-7-ol). Reaction SMILES: C(=O)([O-])[O-].[K+].[K+].[CH2:7](Br)[C:8]1[CH:13]=CC=[CH:10][CH:9]=1.[CH3:15][CH2:16][CH2:17][CH2:18][CH2:19][CH3:20].[C:21]([O:24][CH2:25][CH3:26])(=O)C.[CH3:27][C:28]([CH3:30])=[O:29]>>[CH2:21]([O:24][C:25]1[CH:26]=[CH:13][C:8]2[C:9](=[CH:27][C:28]([OH:29])=[CH:30][CH:7]=2)[CH:10]=1)[C:17]1[CH:16]=[CH:15][CH:20]=[CH:19][CH:18]=1 |f:0.1.2,4.5|. Procedure details: A stirred solution of 2,7-dihydroxynaphthylene (4.8 g) in acetone (50 ml) containing anhydrous potassium carbonate (4.08 g) and benzyl bromide (5.13 g0 was heated to refax for 4 hours, cooled to ambient temperature then stored for 18 hours. The mixture was filtered and the filtrate evaporated under reduced pressure to give a pale green solid that was fractionated by chromatography (silica; hexane/ethyl acetate 95:5 to 1:1 by volume) to give 2-benzyloxynaphth-7-ol, 1.63 g, as a cream coloured sol... Reactants: O=Cc1ccccc1Br, CCO, CCOC(OCC)OCC, [Cl-], [NH4+]. The product is CCOC(OCC)c1ccccc1Br. As a reaction SMILES: [Br:1][c:2]1[c:3]([CH:4]=[O:5])[cH:6][cH:7][cH:8][cH:9]1.[CH3:22][CH2:23][OH:24].[CH:10]([O:11][CH2:12][CH3:13])([O:14][CH2:15][CH3:16])[O:17][CH2:18][CH3:19].[Cl-:20].[NH4+:21]>>[Br:1][c:2]1[c:3]([CH:10]([O:14][CH2:15][CH3:16])[O:17][CH2:18][CH3:19])[cH:6][cH:7][cH:8][cH:9]1. The reactants are OC1=C2C(N=CN1CCC=1C=C(SC1)C(=O)N[C@@H](CCC(=O)OCC)C(=O)OCC)=NC(=C2)NC(C(C)(C)C)=O (diethyl N-{4-[2-(4-hydroxy-6-pivaloylaminopyrrolo[2,3-d]pyrimidin-3-yl)ethyl]-thien-2-ylcarbonyl}-L-glutamate), Cl (hydrochloric acid). Solvent: [OH-].[Na+] (sodium hydroxide). Product: OC1=C2C(N=CN1CCC=1C=C(SC1)C(=O)N[C@@H](CCC(=O)O)C(=O)O)=NC(=C2)N (N-{4-[2-(4-hydroxy-6-aminopyrrolo[2,3-d]pyrimidin-3-yl)ethyl]thien-2-ylcarbonyl}-L-glutamic acid). Reaction SMILES: [OH:1][C:2]1[N:7]([CH2:8][CH2:9][C:10]2[CH:11]=[C:12]([C:15]([NH:17][C@H:18]([C:26]([O:28]CC)=[O:27])[CH2:19][CH2:20][C:21]([O:23]CC)=[O:22])=[O:16])[S:13][CH:14]=2)[CH:6]=[N:5][C:4]2=[N:31][C:32]([NH:34]C(=O)C(C)(C)C)=[CH:33][C:3]=12.Cl>[OH-].[Na+]>[OH:1][C:2]1[N:7]([CH2:8][CH2:9][C:10]2[CH:11]=[C:12]([C:15]([NH:17][C@H:18]([C:26]([OH:28])=[O:27])[CH2:19][CH2:20][C:21]([OH:23])=[O:22])=[O:16])[S:13][CH:14]=2)[CH:6]=[N:5][C:4]2=[N:31][C:32]([NH2:34])=[CH:33][C:3]=12 |f:2.3|. Procedure details: A solution of 0.3 g of diethyl N-{4-[2-(4-hydroxy-6-pivaloylaminopyrrolo[2,3-d]pyrimidin-3-yl)ethyl]-thien-2-ylcarbonyl}-L-glutamate in 9 ml of 1N aqueous sodium hydroxide is stirred under nitrogen at ambient temperature for 72 hours. The reaction mixture is rendered slightly acidic (pH=~4) with 1N hydrochloric acid and filtered. The solid thus collected is washed with water (5 ml) and cold ethanol (5 ml) and dried to give N-{4-[2-(4-hydroxy-6-aminopyrrolo[2,3-d]pyrimidin-3-yl)ethyl]thien-2-ylca... Reactants: CCOC(=O)c1ccc(Nc2cc3c(cc2C)C(C)(C)CC=C3C(C)C)cc1, CC=O. Product: CCOC(=O)c1ccc(Nc2cc3c(cc2C)C(C)(C)CC=C3CC)cc1. RXN SMILES: [CH:1]([CH3:2])([CH3:3])[C:4]1=[CH:5][CH2:6][C:7]([CH3:27])([CH3:28])[c:8]2[cH:9][c:10]([CH3:26])[c:11]([NH:14][c:15]3[cH:16][cH:17][c:18]([C:19](=[O:20])[O:21][CH2:22][CH3:23])[cH:24][cH:25]3)[cH:12][c:13]21.[CH:29](=[O:30])[CH3:31]>>[CH2:1]([CH3:2])[C:4]1=[CH:5][CH2:6][C:7]([CH3:27])([CH3:28])[c:8]2[cH:9][c:10]([CH3:26])[c:11]([NH:14][c:15]3[cH:16][cH:17][c:18]([C:19](=[O:20])[O:21][CH2:22][CH3:23])[cH:24][cH:25]3)[cH:12][c:13]21. Starting materials: Cc1ccc(-c2oncc2C(=O)Cl)cc1, ClCCl, c1cncc(C2CCCCN2)c1. The product is Cc1ccc(-c2oncc2C(=O)N2CCCCC2c2cccnc2)cc1. RXN SMILES: [CH3:1][c:2]1[cH:3][cH:4][c:5](-[c:8]2[c:9]([C:13](=[O:14])[Cl:15])[cH:10][n:11][o:12]2)[cH:6][cH:7]1.[Cl:28][CH2:29][Cl:30].[NH:16]1[CH:17]([c:22]2[cH:23][n:24][cH:25][cH:26][cH:27]2)[CH2:18][CH2:19][CH2:20][CH2:21]1>>[CH3:1][c:2]1[cH:3][cH:4][c:5](-[c:8]2[c:9]([C:13](=[O:14])[N:16]3[CH:17]([c:22]4[cH:23][n:24][cH:25][cH:26][cH:27]4)[CH2:18][CH2:19][CH2:20][CH2:21]3)[cH:10][n:11][o:12]2)[cH:6][cH:7]1.